Dataset: the Open Reaction Database (ORD), a public repository of structured organic reaction records. Task: describe an organic reaction: reactants, conditions, products, and yield The reactants are C(C)OC(=O)CCNC=C(C(=O)OCC)C(C1=C(C(=C(C(=C1)F)F)F)F)=O (Ethyl 3-(2-ethoxycarbonyl-ethylamino)-2-(2,3,4,5-tetrafluoro-benzoyl)acrylate), C(=O)([O-])[O-].[K+].[K+] (K2CO3). The solvent is CN(C)C=O (DMF). The product is FC=1C=C2C(=C(C=NC2=C(C1F)F)C(=O)OCC)O (Ethyl 6,7,8-trifluoro-4-hydroxy-3-quinolinecarboxylate). As a reaction SMILES: C(OC(CC[NH:8][CH:9]=[C:10]([C:16](=[O:27])[C:17]1[CH:22]=[C:21]([F:23])[C:20]([F:24])=[C:19]([F:25])[C:18]=1F)[C:11]([O:13][CH2:14][CH3:15])=[O:12])=O)C.C([O-])([O-])=O.[K+].[K+]>CN(C=O)C>[F:25][C:19]1[CH:18]=[C:17]2[C:22](=[C:21]([F:23])[C:20]=1[F:24])[N:8]=[CH:9][C:10]([C:11]([O:13][CH2:14][CH3:15])=[O:12])=[C:16]2[OH:27] |f:1.2.3|. Procedure details: 7.7 g of the compound from Example 6 and 2.9 g of K2CO3 are heated at 140°-5° C. for 4 hours in 36 ml of DMF. The mixture is subsequently poured onto ice and acidified, and the precipitated solid is separated off and dried. Starting materials: [Al+3], CC(=O)Oc1ccc(C(=O)Cl)cc1, [Cl-], [Cl-], [Cl-], ClCCl, CCOC(=O)CCCc1ccc2ccccn12. The product is CCOC(=O)CCCc1cc(C(=O)c2ccc(OC(C)=O)cc2)c2ccccn12. As a reaction SMILES: [Al+3:15].[C:1]([CH3:2])(=[O:3])[O:4][c:5]1[cH:6][cH:7][c:8]([C:9](=[O:10])[Cl:11])[cH:12][cH:13]1.[Cl-:14].[Cl-:16].[Cl-:17].[Cl:35][CH2:36][Cl:37].[cH:18]1[cH:19][c:20]([CH2:27][CH2:28][CH2:29][C:30](=[O:31])[O:32][CH2:33][CH3:34])[n:21]2[cH:22][cH:23][cH:24][cH:25][c:26]12>>[C:1]([CH3:2])(=[O:3])[O:4][c:5]1[cH:6][cH:7][c:8]([C:9](=[O:10])[c:18]2[cH:19][c:20]([CH2:27][CH2:28][CH2:29][C:30](=[O:31])[O:32][CH2:33][CH3:34])[n:21]3[cH:22][cH:23][cH:24][cH:25][c:26]23)[cH:12][cH:13]1. The reactants are NN (Hydrazine), C1CCOC1 (THF), NC(C(=O)OCC)=S (Ethyl 2-amino-2-thioxoacetate). Solvent: C(C)O (ethanol). Reaction conditions: temperature 0 celsius, time 1 hour. Product: NC(C(=O)OCC)=NN (ethyl 2-amino-2-hydrazonoacetate). As a reaction SMILES: [NH2:1][C:2](=S)[C:3]([O:5][CH2:6][CH3:7])=[O:4].[NH2:9][NH2:10].C1COCC1>C(O)C>[NH2:1][C:2](=[N:9][NH2:10])[C:3]([O:5][CH2:6][CH3:7])=[O:4]. Procedure details: Ethyl 2-amino-2-thioxoacetate (5) (5 g, 37.5 mmol) was dissolved in ethanol and cooled to 0° C. Hydrazine in THF (1M, 37.5 mmol) was added dropwise and stirred at ambient temperature for 1 h. The reaction mixture was concentrated, white flakes of ethyl 2-amino-2-hydrazonoacetate were obtained. The reactants are FC(C(=O)O)(F)F (trifluoroacetic acid), CC1(OB(OC1(C)C)C1=C2C(=NC=C1)NC(=C2)C2CCN(CC2)C(=O)OC(C)(C)C)C (tert-butyl 4-(4-(4,4,5,5-tetramethyl-1,3,2-dioxaborolan-2-yl)-1H-pyrrolo[2,3-b]pyridin-2-yl)piperidine-1-carboxylate), C(C1=CC=CC=C1)NC1=NC(=CN=C1)Br (N-benzyl-6-bromopyrazin-2-amine), C1(CCCCC1)P(C1CCCCC1)C1CCCCC1 (tricyclohexylphosphine), C([O-])([O-])=O.[Cs+].[Cs+] (cesium carbonate). Reagents/catalysts: Cl[Pd]([P](C1=CC=CC=C1)(C2=CC=CC=C2)C3=CC=CC=C3)([P](C4=CC=CC=C4)(C5=CC=CC=C5)C6=CC=CC=C6)Cl (bis(triphenylphosphine)palladium(ii) chloride). Run in O1CCOCC1 (dioxane), C(Cl)Cl (CH2Cl2). Run at temperature 100 celsius, time 5 hour. Yields the product C(C1=CC=CC=C1)NC1=NC(=CN=C1)C1=C2C(=NC=C1)NC(=C2)C2CCNCC2 (N-benzyl-6-(2-(piperidin-4-yl)-1H-pyrrolo[2,3-b]pyridin-4-yl)pyrazin-2-amine), FC(C(=O)[O-])(F)F (trifluoroacetate). As a reaction SMILES: CC1(C)C(C)(C)OB([C:9]2[CH:14]=[CH:13][N:12]=[C:11]3[NH:15][C:16]([CH:18]4[CH2:23][CH2:22][N:21](C(OC(C)(C)C)=O)[CH2:20][CH2:19]4)=[CH:17][C:10]=23)O1.[CH2:32]([NH:39][C:40]1[CH:45]=[N:44][CH:43]=[C:42](Br)[N:41]=1)[C:33]1[CH:38]=[CH:37][CH:36]=[CH:35][CH:34]=1.C1(P(C2CCCCC2)C2CCCCC2)CCCCC1.C(=O)([O-])[O-].[Cs+].[Cs+].[F:72][C:73]([F:78])([F:77])[C:74]([OH:76])=[O:75]>C(Cl)Cl.Cl[Pd](Cl)([P](C1C=CC=CC=1)(C1C=CC=CC=1)C1C=CC=CC=1)[P](C1C=CC=CC=1)(C1C=CC=CC=1)C1C=CC=CC=1.O1CCOCC1>[CH2:32]([NH:39][C:40]1[CH:45]=[N:44][CH:43]=[C:42]([C:9]2[CH:14]=[CH:13][N:12]=[C:11]3[NH:15][C:16]([CH:18]4[CH2:19][CH2:20][NH:21][CH2:22][CH2:23]4)=[CH:17][C:10]=23)[N:41]=1)[C:33]1[CH:38]=[CH:37][CH:36]=[CH:35][CH:34]=1.[F:72][C:73]([F:78])([F:77])[C:74]([O-:76])=[O:75] |f:3.4.5,^1:84,103|. Procedure details: A mixture of Example 21A (400 mg, 0.94 mmol), N-benzyl-6-bromopyrazin-2-amine (297 mg, 1.12 mmol), bis(triphenylphosphine)palladium(ii) chloride (66 mg, 0.094 mmol), tricyclohexylphosphine (26 mg, 0.094 mmol) and cesium carbonate (921 mg, 2.8 mmol) was purged with nitrogen, then anhydrous dioxane (50 mL) was added. The mixture was heated at 100° C. overnight. The reaction was cooled to room temperature and filtrated; and the solid was washed with dichloromethane (200 mL). The filtrate was concen... Isolated yield 36.8%. Reactants: C(CCl)Cl (EDC), ClC=1C=CC(=C(CNC([C@H]2NCCC2)=O)C1)C(C(F)F)NC1=CC=C(C=C1)OC (N-(5-chloro-2-{2,2-difluoro-1-[(4-methoxyphenyl)amino]ethyl}benzyl)-L-prolinamide), C([C@H](O)C1CCCCC1)(=O)O ((R)-hexahydromandelic acid), C1=CC2=C(N=C1)N(N=N2)O (HOAT). Product: ClC=1C=CC(=C(CNC([C@H]2N(CCC2)C([C@H](O)C2CCCCC2)=O)=O)C1)C(C(F)F)NC1=CC=C(C=C1)OC (N-(5-chloro-2-{2,2-difluoro-1-[(4-methoxyphenyl)amino]ethyl}benzyl)-1-[(2R)-2-cyclohexyl-2-hydroxyethanoyl]-L-prolinamide). Run in CN(C)C=O (DMF). As a reaction SMILES: C(Cl)CCl.[Cl:5][C:6]1[CH:7]=[CH:8][C:9]([CH:21]([NH:25][C:26]2[CH:31]=[CH:30][C:29]([O:32][CH3:33])=[CH:28][CH:27]=2)[CH:22]([F:24])[F:23])=[C:10]([CH:20]=1)[CH2:11][NH:12][C:13](=[O:19])[C@@H:14]1[CH2:18][CH2:17][CH2:16][NH:15]1.[C:34](O)(=[O:43])[C@@H:35]([CH:37]1[CH2:42][CH2:41][CH2:40][CH2:39][CH2:38]1)[OH:36].C1C=NC2N(O)N=NC=2C=1>CN(C=O)C>[Cl:5][C:6]1[CH:7]=[CH:8][C:9]([CH:21]([NH:25][C:26]2[CH:27]=[CH:28][C:29]([O:32][CH3:33])=[CH:30][CH:31]=2)[CH:22]([F:24])[F:23])=[C:10]([CH:20]=1)[CH2:11][NH:12][C:13](=[O:19])[C@@H:14]1[CH2:18][CH2:17][CH2:16][N:15]1[C:34](=[O:43])[C@@H:35]([CH:37]1[CH2:42][CH2:41][CH2:40][CH2:39][CH2:38]1)[OH:36]. Reported procedure: EDC (0.0469 g, 0.24 mmol was added to a stirred mixture of N-(5-chloro-2-{2,2-difluoro-1-[(4-methoxyphenyl)amino]ethyl}benzyl)-L-prolinamide (0.0691 g, 0.16 mmol), (R)-hexahydromandelic acid (0.0258 g, 0.16 mmol) and HOAT (0.0111 g, 0.08 mmol) in DMF (2.0 mL). After 2 h the mixture was partitioned between EtOAc and water. The organic layer was washed with brine, dried (Na2SO4) and evaporated in vacuo and the residue was purified by flash column chromatography on silica (eluting with 5% methylene... The reactants are CCO, Cl, c1ccc(COc2nn(CCN3CCCCC3)cc2-c2cc3ccccc3s2)cc1. Yields the product Cl, Oc1nn(CCN2CCCCC2)cc1-c1cc2ccccc2s1. RXN SMILES: [CH3:32][CH2:33][OH:34].[ClH:1].[s:2]1[c:3]2[c:4]([cH:5][c:6]1-[c:7]1[c:8]([O:20][CH2:21][c:22]3[cH:23][cH:24][cH:25][cH:26][cH:27]3)[n:9][n:10]([CH2:12][CH2:13][N:14]3[CH2:15][CH2:16][CH2:17][CH2:18][CH2:19]3)[cH:11]1)[cH:28][cH:29][cH:30][cH:31]2>>[ClH:1].[s:2]1[c:3]2[c:4]([cH:5][c:6]1-[c:7]1[c:8]([OH:20])[n:9][n:10]([CH2:12][CH2:13][N:14]3[CH2:15][CH2:16][CH2:17][CH2:18][CH2:19]3)[cH:11]1)[cH:28][cH:29][cH:30][cH:31]2. Starting materials: O1COC2=C1C=CC(=C2)C(C#C)O (3-(1,3-benzodioxol-5-yl)-3-hydroxy-1-propyne), BrC1=C2/C(/C(NC2=CC=C1)=O)=C/C=1NC=CC1OC ((Z)-4-bromo-1,3-dihydro-3-[(3-methoxy-1H-pyrrol-2-yl)methylene]-2H-indol-2-one), BrC1=C2/C(/C(NC2=CC=C1)=O)=C/C=1NC=CC1OC ((Z)-4-bromo-1,3-dihydro-3-[(3-methoxy-1H-pyrrol-2-yl)methylene]-2H-indol-2-one), C(#C)[Mg]Cl (ethynylmagnesium chloride), C1=CC2=C(C=C1C=O)OCO2 (piperonal). The reagents and catalysts are [Cu]I (CuI), Cl[Pd]([P](C1=CC=CC=C1)(C2=CC=CC=C2)C3=CC=CC=C3)([P](C4=CC=CC=C4)(C5=CC=CC=C5)C6=CC=CC=C6)Cl ((Ph3P)2PdCl2). The solvent is CN(C)C=O (DMF), CCN(CC)CC (Et3N). Yields the product O1COC2=C1C=CC(=C2)C(C#CC2=C1/C(/C(NC1=CC=C2)=O)=C/C=2NC=CC2OC)O (rac-(Z)-4-[3-(1,3-benzodioxol-5-yl)-3-hydroxy-1-propynyl]-1,3-dihydro-3-[(3-methoxy-1H-pyrrol-2-yl)methylene]-2H-indol-2-one). As a reaction SMILES: [O:1]1[C:5]2[CH:6]=[CH:7][C:8]([CH:10]([OH:13])[C:11]#[CH:12])=[CH:9][C:4]=2[O:3][CH2:2]1.C([Mg]Cl)#C.C1C(C=O)=CC2OCOC=2C=1.Br[C:30]1[CH:38]=[CH:37][CH:36]=[C:35]2[C:31]=1/[C:32](=[CH:40]/[C:41]1[NH:42][CH:43]=[CH:44][C:45]=1[O:46][CH3:47])/[C:33](=[O:39])[NH:34]2>Cl[Pd](Cl)([P](C1C=CC=CC=1)(C1C=CC=CC=1)C1C=CC=CC=1)[P](C1C=CC=CC=1)(C1C=CC=CC=1)C1C=CC=CC=1.[Cu]I.CN(C=O)C.CCN(CC)CC>[O:1]1[C:5]2[CH:6]=[CH:7][C:8]([CH:10]([OH:13])[C:11]#[C:12][C:30]3[CH:38]=[CH:37][CH:36]=[C:35]4[C:31]=3/[C:32](=[CH:40]/[C:41]3[NH:42][CH:43]=[CH:44][C:45]=3[O:46][CH3:47])/[C:33](=[O:39])[NH:34]4)=[CH:9][C:4]=2[O:3][CH2:2]1 |^1:50,69|. Procedure: Using Method D above, 3-(1,3-benzodioxol-5-yl)-3-hydroxy-1-propyne (110 mg, 0.62 mmol) (prepared by the addition of ethynylmagnesium chloride (Aldrich) to piperonal (Aldrich) according to Method A above) was coupled to (Z)-4-bromo-1,3-dihydro-3-[(3-methoxy-1H-pyrrol-2-yl)methylene]-2H-indol-2-one (100 mg, 0.34 mmol) (Starting Material 1) using (Ph3P)2PdCl2 (30 mg) (Aldrich) and CuI (16 mg) (Aldrich) as catalyst in DMF (3 mL) and Et3N (3 mL) as solvent at 70° C. for 16 h, yielding rac-(Z)-4-[3-(1...